Dataset: the Open Reaction Database (ORD), a public repository of structured organic reaction records. Task: describe an organic reaction: reactants, conditions, products, and yield Reactants: CP(OC)(OC)=O (dimethyl methylphosphonate), C(C)OC(=O)/C=C/C1CCN(CC1)C(=O)OC(C)(C)C (tert-butyl (E)-4-(2-ethoxycarbonylvinyl)piperidine-1-carboxylate). The solvent is O1CCCC1 (tetrahydrofuran), O1CCCC1 (tetrahydrofuran). Conditions: time 10 minute. The product is COP(=O)(OC)CC(/C=C/C1CCN(CC1)C(=O)OC(C)(C)C)=O (tert-butyl (E)-4-[4-(dimethoxyphosphoryl)-3-oxo-1-butenyl]piperidine-1-carboxylate). Reaction SMILES: [CH3:1][P:2](=[O:7])([O:5][CH3:6])[O:3][CH3:4].C([O:10][C:11](/[CH:13]=[CH:14]/[CH:15]1[CH2:20][CH2:19][N:18]([C:21]([O:23][C:24]([CH3:27])([CH3:26])[CH3:25])=[O:22])[CH2:17][CH2:16]1)=O)C>O1CCCC1>[CH3:4][O:3][P:2]([CH2:1][C:11](=[O:10])/[CH:13]=[CH:14]/[CH:15]1[CH2:16][CH2:17][N:18]([C:21]([O:23][C:24]([CH3:26])([CH3:25])[CH3:27])=[O:22])[CH2:19][CH2:20]1)([O:5][CH3:6])=[O:7]. Procedure: To a solution of 13.1 g (106 mM) of dimethyl methylphosphonate in 100 ml of tetrahydrofuran was added 69.2 ml (111 mM) of 1.6M n-butyllithium-hexane dropwise at −78° C. and the mixture was stirred at the prevailing temperature for 10 minutes. To this reaction mixture was added a solution of 14.271 g (50.362 mM) of tert-butyl (E)-4-(2-ethoxycarbonylvinyl)piperidine-1-carboxylate in 100 ml of tetrahydrofuran at −78° C. and the mixture was stirred until the temperature had recovered to room tempera... Reactants: O=C1CCC(=O)N1Br, C1CCOC1, CC(O)Cn1ncc2ccc(O)cc21. The product is CC(O)Cn1ncc2ccc(O)c(Br)c21. RXN SMILES: [Br:15][N:16]1[C:17](=[O:18])[CH2:19][CH2:20][C:21]1=[O:22].[O:23]1[CH2:24][CH2:25][CH2:26][CH2:27]1.[OH:1][CH:2]([CH2:3][n:4]1[n:5][cH:6][c:7]2[cH:8][cH:9][c:10]([OH:13])[cH:11][c:12]12)[CH3:14]>>[OH:1][CH:2]([CH2:3][n:4]1[n:5][cH:6][c:7]2[cH:8][cH:9][c:10]([OH:13])[c:11]([Br:15])[c:12]12)[CH3:14]. Product: O=C(NCCn1cc(C(c2ccccc2)c2ccccc2)ccc1=O)c1cccc(O)c1. Reactants: CC(=O)Oc1cccc(C(=O)NCCn2cc(C(c3ccccc3)c3ccccc3)ccc2=O)c1, CO, [K+], [K+], O=C([O-])[O-], O. Reaction SMILES: [C:1](=[O:2])([CH3:3])[O:4][c:5]1[cH:6][c:7]([C:11](=[O:12])[NH:13][CH2:14][CH2:15][n:16]2[c:17](=[O:35])[cH:18][cH:19][c:20]([CH:22]([c:23]3[cH:24][cH:25][cH:26][cH:27][cH:28]3)[c:29]3[cH:30][cH:31][cH:32][cH:33][cH:34]3)[cH:21]2)[cH:8][cH:9][cH:10]1.[CH3:42][OH:43].[K+:36].[K+:37].[O-:38][C:39]([O-:40])=[O:41].[OH2:44]>>[OH:4][c:5]1[cH:6][c:7]([C:11](=[O:12])[NH:13][CH2:14][CH2:15][n:16]2[c:17](=[O:35])[cH:18][cH:19][c:20]([CH:22]([c:23]3[cH:24][cH:25][cH:26][cH:27][cH:28]3)[c:29]3[cH:30][cH:31][cH:32][cH:33][cH:34]3)[cH:21]2)[cH:8][cH:9][cH:10]1.